This data is from the Open Reaction Database (ORD), a public repository of structured organic reaction records. The task is: describe an organic reaction: reactants, conditions, products, and yield Starting materials: ClC(Cl)Cl, S=C(Cl)Cl, NC1C2CC3C(C2)C13. The product is S=C=NC1C2CC3C(C2)C31. RXN SMILES: [CH:13]([Cl:14])([Cl:15])[Cl:16].[Cl:9][C:10]([Cl:11])=[S:12].[NH2:1][CH:2]1[CH:3]2[CH:4]3[CH:5]2[CH2:6][CH:7]1[CH2:8]3>>[N:1]([CH:2]1[CH:3]2[CH:4]3[CH:5]2[CH2:6][CH:7]1[CH2:8]3)=[C:10]=[S:12]. The reactants are 3,4-bis-(tetrahydropyranyl-2'-oxy)-phenylacetylene, BrCCCCCCBr (1,6-dibromohexane), CN1C(N(CCC1)C)=O (1,3-dimethyl-3,4,5,6-tetrahydro-2(1H)-pyrimidinone), C(CCC)[Li] (n-butyllithium). Solvent: O1CCCC1 (tetrahydrofuran). Conditions: temperature 0 celsius, time 20 hour. Product: C1(=CC=CC=C1)C.C(C)(C)OC(C)C (toluene diisopropyl ether), title compound. As a reaction SMILES: [CH2:1]([Li])[CH2:2][CH2:3][CH3:4].Br[CH2:7][CH2:8][CH2:9][CH2:10][CH2:11][CH2:12]Br.CN1CCCN(C)C1=[O:22]>O1CCCC1>[C:7]1([CH3:1])[CH:12]=[CH:11][CH:10]=[CH:9][CH:8]=1.[CH:3]([O:22][CH:8]([CH3:9])[CH3:7])([CH3:4])[CH3:2] |f:4.5|. Reported procedure: To a solution of 3.33 g of 3,4-bis-(tetrahydropyranyl-2'-oxy)-phenylacetylene in 20 ml of absolute tetrahydrofuran were added dropwise over 45 minutes at -78° to -70° C., while stirring in an atmosphere of dry nitrogen, 6.9 ml of n-butyllithium solution, and after one hour stirring at the same temperature 5.1 ml of 1,6-dibromohexane followed by 7 ml of absolute 1,3-dimethyl-3,4,5,6-tetrahydro-2(1H)-pyrimidinone were added dropwise. The mixture was stirred for 20 hours, allowed to warm to 0° C. a... The reactants are CC1(OC[C@@H](O1)CCNC(=O)C1NC(C(C1C1=C(C(=CC=C1)Cl)F)(C#N)C1=C(C=C(C=C1)Cl)F)CC(CCN=[N+]=[N-])(C)C)C (rac-(2R,3S,4R,5S)-5-(4-azido-2,2-dimethyl-butyl)-3-(3-chloro-2-fluoro-phenyl)-4-(4-chloro-2-fluoro-phenyl)-4-cyano-pyrrolidine-2-carboxylic acid [2-((S)-2,2-dimethyl-[1,3]dioxolan-4-yl)-ethyl]-amide), Cl (HCl). Solvent: O1CCCC1 (tetrahydrofuran). Product: O[C@@H](CCNC(=O)C1NC(C(C1C1=C(C(=CC=C1)Cl)F)(C#N)C1=C(C=C(C=C1)Cl)F)CC(CCN=[N+]=[N-])(C)C)CO (rac-(2R,3S,4R,5S)-5-(4-azido-2,2-dimethyl-butyl)-3-(3-chloro-2-fluoro-phenyl)-4-(4-chloro-2-fluoro-phenyl)-4-cyano-pyrrolidine-2-carboxylic acid ((S)-3,4-dihydroxy-butyl)-amide), solid. Isolated yield 79.0%. As a reaction SMILES: CC1(C)[O:6][C@@H:5]([CH2:7][CH2:8][NH:9][C:10]([CH:12]2[CH:16]([C:17]3[CH:22]=[CH:21][CH:20]=[C:19]([Cl:23])[C:18]=3[F:24])[C:15]([C:27]3[CH:32]=[CH:31][C:30]([Cl:33])=[CH:29][C:28]=3[F:34])([C:25]#[N:26])[CH:14]([CH2:35][C:36]([CH3:43])([CH3:42])[CH2:37][CH2:38][N:39]=[N+:40]=[N-:41])[NH:13]2)=[O:11])[CH2:4][O:3]1.Cl>O1CCCC1>[OH:6][C@H:5]([CH2:4][OH:3])[CH2:7][CH2:8][NH:9][C:10]([CH:12]1[CH:16]([C:17]2[CH:22]=[CH:21][CH:20]=[C:19]([Cl:23])[C:18]=2[F:24])[C:15]([C:27]2[CH:32]=[CH:31][C:30]([Cl:33])=[CH:29][C:28]=2[F:34])([C:25]#[N:26])[CH:14]([CH2:35][C:36]([CH3:42])([CH3:43])[CH2:37][CH2:38][N:39]=[N+:40]=[N-:41])[NH:13]1)=[O:11]. Reported procedure: In a manner similar to the method described in Examples 42d, rac-(2R,3S,4R,5S)-5-(4-azido-2,2-dimethyl-butyl)-3-(3-chloro-2-fluoro-phenyl)-4-(4-chloro-2-fluoro-phenyl)-4-cyano-pyrrolidine-2-carboxylic acid [2-((S)-2,2-dimethyl-[1,3]dioxolan-4-yl)-ethyl]-amide prepared in Example 120d (40 mg, 0.06 mmol) was reacted with aqueous HCl solution (1 N, 3 mL, 3 mol) in tetrahydrofuran (7 mL) at room temperature for 2 h to give rac-(2R,3S,4R,5S)-5-(4-azido-2,2-dimethyl-butyl)-3-(3-chloro-2-fluoro-phenyl)...